From a dataset of the Open Reaction Database (ORD), a public repository of structured organic reaction records. describe an organic reaction: reactants, conditions, products, and yield Reactants: C1(=CC=CC=C1)C(=O)C(C(=O)[O-])CCC(C)=O (2-(phenylcarbonyl)-5-oxohexanoate), C(C)(=O)O (acetic acid), CCOC(=O)C (AcOEt). Reagents/catalysts: N1CCCCC1 (piperidine). Solvent: C1(=CC=CC=C1)C (toluene). Product: O=C1C=C(C(CC1)C(=O)OCC)C1=CC=CC=C1 (ethyl 4-oxo-2-phenylcyclohex-2-enecarboxylate). Yield: 758.3%. RXN SMILES: [C:1]1([C:7]([CH:9]([CH2:13][CH2:14][C:15](=[O:17])[CH3:16])[C:10]([O-:12])=[O:11])=O)[CH:6]=[CH:5][CH:4]=[CH:3][CH:2]=1.[C:18](O)(=O)[CH3:19].CCOC(C)=O>C1(C)C=CC=CC=1.N1CCCCC1>[O:17]=[C:15]1[CH2:14][CH2:13][CH:9]([C:10]([O:12][CH2:18][CH3:19])=[O:11])[C:7]([C:1]2[CH:6]=[CH:5][CH:4]=[CH:3][CH:2]=2)=[CH:16]1. Reported procedure: A mixture of 2-(phenylcarbonyl)-5-oxohexanoate(3.87 g, 14.8 mmol), acetic acid(130 mg, 2.17 mmol) and piperidine(127 mg, 1.49 mmol) in toluene(5 ml) was refluxed for 5 hr. After cooling down to room temperature, AcOEt was added to the reaction mixture and washed with dil. HCl, water and brine and dried over MgSO4. After removal of the solvent, the residue was purified by column chromatography on silica gel with n-hexane-AcOEt to afford 4.02 g of ethyl 4-oxo-2-phenylcyclohex-2-enecarboxylate(y=94... The reactants are C1(CCCC1)N1C(=CC2=C1N=C(N=C2)NC2=NC=C(C(=O)O)C=C2)C(N(C)C)=O (6-(7-cyclopentyl-6-(dimethylcarbamoyl)-7H-pyrrolo[2,3-d]pyrimidin-2-ylamino)nicotinic acid), C12CNCC(CC1)N2C(C)=O (1-(3,8-diazabicyclo[3.2.1]octan-8-yl)ethanone), amide. Product: C(C)(=O)N1C2CN(CC1CC2)C(=O)C=2C=CC(=NC2)NC=2N=CC1=C(N2)N(C(=C1)C(=O)N(C)C)C1CCCC1 (2-(5-(8-acetyl-3,8-diazabicyclo[3.2.1]octane-3-carbonyl)pyridin-2-ylamino)-7-cyclopentyl-N,N-dimethyl-7H-pyrrolo[2,3-d]pyrimidine-6-carboxamide). The yield is 62.0%. RXN SMILES: [CH:1]1([N:6]2[C:10]3[N:11]=[C:12]([NH:15][C:16]4[CH:24]=[CH:23][C:19]([C:20]([OH:22])=O)=[CH:18][N:17]=4)[N:13]=[CH:14][C:9]=3[CH:8]=[C:7]2[C:25](=[O:29])[N:26]([CH3:28])[CH3:27])[CH2:5][CH2:4][CH2:3][CH2:2]1.[CH:30]12[N:37]([C:38](=[O:40])[CH3:39])[CH:34]([CH2:35][CH2:36]1)[CH2:33][NH:32][CH2:31]2>>[C:38]([N:37]1[CH:34]2[CH2:35][CH2:36][CH:30]1[CH2:31][N:32]([C:20]([C:19]1[CH:23]=[CH:24][C:16]([NH:15][C:12]3[N:13]=[CH:14][C:9]4[CH:8]=[C:7]([C:25]([N:26]([CH3:27])[CH3:28])=[O:29])[N:6]([CH:1]5[CH2:5][CH2:4][CH2:3][CH2:2]5)[C:10]=4[N:11]=3)=[N:17][CH:18]=1)=[O:22])[CH2:33]2)(=[O:40])[CH3:39]. Reported procedure: The 6-(7-cyclopentyl-6-(dimethylcarbamoyl)-7H-pyrrolo[2,3-d]pyrimidin-2-ylamino)nicotinic acid was combined with 1-(3,8-diazabicyclo[3.2.1]octan-8-yl)ethanone following amide formation method 3 which gave 2-(5-(8-acetyl-3,8-diazabicyclo[3.2.1]octane-3-carbonyl)pyridin-2-ylamino)-7-cyclopentyl-N,N-dimethyl-7H-pyrrolo[2,3-d]pyrimidine-6-carboxamide (43 mg, 62% yield). 1H NMR (400 MHz, MeOD) δ ppm 8.80 (s, 1H) 8.53 (d, J=8.59 Hz, 1H) 8.39 (d, J=2.02 Hz, 1H) 7.86 (dd, J=8.59, 2.02 Hz, 1H) 6.65 (s, 1... Reactants: C(C)(C)(C)OC(=O)N[C@@H](CC(=O)OC1CCCCC1)CC1=C(C=C(C(=C1)F)F)F ((R)-cyclohexyl 3-(tert-butoxycarbonyl amino)-4-(2,4,5-trifluorophenyl)butyrate), C([O-])([O-])=O.[K+].[K+] (potassium carbonate), Cl (hydrochloric acid). Run in O (water). Reaction conditions: temperature 60 celsius, time 3 hour. Product: C(C)(C)(C)OC(=O)N[C@@H](CC(=O)O)CC1=C(C=C(C(=C1)F)F)F ((R)-3-(tert-butoxycarbonylamino)-4-(2,4,5-trifluorophenyl)n-butyric acid). Isolated yield 107.6%. As a reaction SMILES: [C:1]([O:5][C:6]([NH:8][C@H:9]([CH2:20][C:21]1[CH:26]=[C:25]([F:27])[C:24]([F:28])=[CH:23][C:22]=1[F:29])[CH2:10][C:11]([O:13]C1CCCCC1)=[O:12])=[O:7])([CH3:4])([CH3:3])[CH3:2].C(=O)([O-])[O-].[K+].[K+].Cl>O>[C:1]([O:5][C:6]([NH:8][C@H:9]([CH2:20][C:21]1[CH:26]=[C:25]([F:27])[C:24]([F:28])=[CH:23][C:22]=1[F:29])[CH2:10][C:11]([OH:13])=[O:12])=[O:7])([CH3:4])([CH3:2])[CH3:3] |f:1.2.3|. Procedure: To a clean flask, 34.73 g (R)-cyclohexyl 3-(tert-butoxycarbonyl amino)-4-(2,4,5-trifluorophenyl)butyrate, 300 ml water and 5.2 g potassium carbonate were added. The mixture was warmed to 60° C. and kept at this temperature for 3 hours. 4.73 g hydrochloric acid was added dropwisely. After completion, the resulting mixture was kept at 20-30° C. for 2 hours and filtrated to obtain 29.99 g (R)-3-(tert-butoxycarbonylamino)-4-(2,4,5-trifluorophenyl)n-butyric acid (yield: 90%).